This data is from the Open Reaction Database (ORD), a public repository of structured organic reaction records. The task is: describe an organic reaction: reactants, conditions, products, and yield Yields the product COc1cc(OC)cc(S(=O)(=O)c2ccc(N)cc2)c1. As a reaction SMILES: [CH3:1][O:2][c:3]1[cH:4][c:5]([O:21][CH3:22])[cH:6][c:7]([S:9](=[O:10])(=[O:11])[c:12]2[cH:13][cH:14][c:15]([N+:18]([O-:19])=[O:20])[cH:16][cH:17]2)[cH:8]1.[CH3:25][OH:26].[Cl-:23].[Fe:28].[NH4+:24].[OH2:27]>>[CH3:1][O:2][c:3]1[cH:4][c:5]([O:21][CH3:22])[cH:6][c:7]([S:9](=[O:10])(=[O:11])[c:12]2[cH:13][cH:14][c:15]([NH2:18])[cH:16][cH:17]2)[cH:8]1. Starting materials: COc1cc(OC)cc(S(=O)(=O)c2ccc([N+](=O)[O-])cc2)c1, CO, [Cl-], [Fe], [NH4+], O. The product is C(=O)OC(C)C1CCCCC1 (1-CYCLOHEXYL-1-ETHYL FORMATE). Reported procedure: A mixture of 12.8 g. (0.1 moles) 1-cyclohexyl-1-ethanol and 13.8 g. (0.3 moles) formic acid was refluxed for two hours and then cooled to room temperature. It was poured in 200 ml. cold water, the organic material extracted in ether and the ether extract washed thoroughly with water, sodium bicarbonate, water and brine and dried over molecular sieves. 15.4 g. crude product of 97.9% purity was recovered--major impurity is residual solvent. The crude product was distilled through a short Vigreux-c... RXN SMILES: [CH:1]1([CH:7]([OH:9])[CH3:8])[CH2:6][CH2:5][CH2:4][CH2:3][CH2:2]1.[CH:10](O)=[O:11]>>[CH:10]([O:9][CH:7]([CH:1]1[CH2:6][CH2:5][CH2:4][CH2:3][CH2:2]1)[CH3:8])=[O:11]. Reactants: C1(CCCCC1)C(C)O (1-cyclohexyl-1-ethanol), C(=O)O (formic acid). Reactants: N1C(CC2=CC=CC=C12)C(=O)O (Racemic indoline-2-carboxylic acid), S(=O)(Cl)Cl (thionyl chloride), CO (methanol). Product: COC(=O)C1NC2=CC=CC=C2C1 (racemic indoline-2-carboxylic acid methyl ester). As a reaction SMILES: [NH:1]1[C:9]2[C:4](=[CH:5][CH:6]=[CH:7][CH:8]=2)[CH2:3][CH:2]1[C:10]([OH:12])=[O:11].S(Cl)(Cl)=O.[CH3:17]O>>[CH3:17][O:11][C:10]([CH:2]1[CH2:3][C:4]2[C:9](=[CH:8][CH:7]=[CH:6][CH:5]=2)[NH:1]1)=[O:12]. Reported procedure: Racemic indoline-2-carboxylic acid, as a starting material of Reaction Scheme 1, is dissolved in methanol and then the reaction is conducted under the slow addition of thionyl chloride to obtain racemic indoline-2-carboxylic acid methyl ester. The reactants are C1(=CC=CC=C1)CC(=O)NC1[C@@H]2N(C(=C(CS2=O)CSC2=NN=NN2CC#C)C(=O)OC(C2=CC=CC=C2)C2=CC=CC=C2)C1=O (benzhydryl 7-(2-phenylacetamido)-3-[1-(2-propynyl)-1H-tetrazol-5-yl]thiomethyl-3-cephem-4-carboxylate-1-oxide), CN(C=O)C (N,N-dimethylformamide), P(Cl)(Cl)Cl (phosphorus trichloride). Solvent: O (water). Conditions: temperature -30 celsius, time 40 minute. Product: C1(=CC=CC=C1)CC(=O)NC1[C@@H]2N(C(=C(CS2)CSC2=NN=NN2CC#C)C(=O)OC(C2=CC=CC=C2)C2=CC=CC=C2)C1=O (benzhydryl 7-(2-phenylacetamido)-3-[1-(2-propynyl)-1H-tetrazol-5-yl]thiomethyl-3-cephem-4-carboxylate). Isolated yield 89.0%. Reaction SMILES: [C:1]1([CH2:7][C:8]([NH:10][CH:11]2[C:45](=[O:46])[N:13]3[C:14]([C:29]([O:31][CH:32]([C:39]4[CH:44]=[CH:43][CH:42]=[CH:41][CH:40]=4)[C:33]4[CH:38]=[CH:37][CH:36]=[CH:35][CH:34]=4)=[O:30])=[C:15]([CH2:19][S:20][C:21]4[N:25]([CH2:26][C:27]#[CH:28])[N:24]=[N:23][N:22]=4)[CH2:16][S:17](=O)[C@H:12]23)=[O:9])[CH:6]=[CH:5][CH:4]=[CH:3][CH:2]=1.CN(C)C=O.P(Cl)(Cl)Cl>O>[C:1]1([CH2:7][C:8]([NH:10][CH:11]2[C:45](=[O:46])[N:13]3[C:14]([C:29]([O:31][CH:32]([C:39]4[CH:44]=[CH:43][CH:42]=[CH:41][CH:40]=4)[C:33]4[CH:38]=[CH:37][CH:36]=[CH:35][CH:34]=4)=[O:30])=[C:15]([CH2:19][S:20][C:21]4[N:25]([CH2:26][C:27]#[CH:28])[N:24]=[N:23][N:22]=4)[CH2:16][S:17][C@H:12]23)=[O:9])[CH:6]=[CH:5][CH:4]=[CH:3][CH:2]=1. Procedure details: A mixture of benzhydryl 7-(2-phenylacetamido)-3-[1-(2-propynyl)-1H-tetrazol-5-yl]thiomethyl-3-cephem-4-carboxylate-1-oxide (9.3 g) and dry N,N-dimethylformamide (93 ml) was cooled to -30° C. and thereto was added phosphorus trichloride (3.9 g). The resulting solution was stirred for 40 minutes at -30° C. The reaction mixture was allowed to warm to ambient temperature, added to water (150 ml) and then extracted with ethyl acetate (×3). The extracts were combined, washed successively with a satura... Reactants: [Br-], OC(c1ccc(Br)cc1)C(F)(F)F, C1CCOC1, Fc1cccc([Mg+])c1, c1ccc(P(c2ccccc2)(c2ccccc2)[Pd](P(c2ccccc2)(c2ccccc2)c2ccccc2)(P(c2ccccc2)(c2ccccc2)c2ccccc2)P(c2ccccc2)(c2ccccc2)c2ccccc2)cc1. The product is OC(c1ccc(-c2cccc(F)c2)cc1)C(F)(F)F. Reaction SMILES: [Br-:1].[Br:10][c:11]1[cH:12][cH:13][c:14]([CH:17]([C:18]([F:19])([F:20])[F:21])[OH:22])[cH:15][cH:16]1.[CH2:23]1[O:24][CH2:25][CH2:26][CH2:27]1.[F:2][c:3]1[cH:4][c:5]([Mg+:9])[cH:6][cH:7][cH:8]1.[cH:28]1[cH:29][cH:30][c:31]([P:32]([Pd:33]([P:34]([c:35]2[cH:36][cH:37][cH:38][cH:39][cH:40]2)([c:41]2[cH:42][cH:43][cH:44][cH:45][cH:46]2)[c:47]2[cH:48][cH:49][cH:50][cH:51][cH:52]2)([P:53]([c:54]2[cH:55][cH:56][cH:57][cH:58][cH:59]2)([c:60]2[cH:61][cH:62][cH:63][cH:64][cH:65]2)[c:66]2[cH:67][cH:68][cH:69][cH:70][cH:71]2)[P:72]([c:73]2[cH:74][cH:75][cH:76][cH:77][cH:78]2)([c:79]2[cH:80][cH:81][cH:82][cH:83][cH:84]2)[c:85]2[cH:86][cH:87][cH:88][cH:89][cH:90]2)([c:91]2[cH:92][cH:93][cH:94][cH:95][cH:96]2)[c:97]2[cH:98][cH:99][cH:100][cH:101][cH:102]2)[cH:103][cH:104]1>>[F:2][c:3]1[cH:4][c:5](-[c:11]2[cH:12][cH:13][c:14]([CH:17]([C:18]([F:19])([F:20])[F:21])[OH:22])[cH:15][cH:16]2)[cH:6][cH:7][cH:8]1.